Dataset: the Open Reaction Database (ORD), a public repository of structured organic reaction records. Task: describe an organic reaction: reactants, conditions, products, and yield Reactants: C1CCC(CC1)N=C=NC2CCCCC2 (DCC), C(C)(C)=C1CC(C1)C(=O)[O-] (3-isopropylidenecyclobutanecarboxylate), C(CC)[C@@H]1CC[C@H](CC1)C1=CC=C(C=C1)O (4-(trans-4-propylcyclohexyl)phenol). Solvent: ClCCl (dichloromethane), ClCCl (dichloromethane). Reaction conditions: time 16 hour. Yields the product C(C)(C)=C1CC(C1)C(=O)OC1=CC=C(C=C1)[C@@H]1CC[C@H](CC1)CCC (4-[trans-4-propylcyclohexyl)phenyl 3-isopropylidenecyclobutanecarboxylate). RXN SMILES: C1CCC(N=C=NC2CCCCC2)CC1.[C:16](=[C:19]1[CH2:22][CH:21]([C:23]([O-:25])=[O:24])[CH2:20]1)([CH3:18])[CH3:17].[CH2:26]([C@H:29]1[CH2:34][CH2:33][C@H:32]([C:35]2[CH:40]=[CH:39][C:38](O)=[CH:37][CH:36]=2)[CH2:31][CH2:30]1)[CH2:27][CH3:28]>ClCCl>[C:16](=[C:19]1[CH2:22][CH:21]([C:23]([O:25][C:38]2[CH:37]=[CH:36][C:35]([C@H:32]3[CH2:33][CH2:34][C@H:29]([CH2:26][CH2:27][CH3:28])[CH2:30][CH2:31]3)=[CH:40][CH:39]=2)=[O:24])[CH2:20]1)([CH3:18])[CH3:17]. Procedure details: A mixture of 0.11 mol of DCC add 50 ml of dichloromethane is added at 0° C. to a mixture of 0.1 mol of 3-isopropylidenecyclobutanecarboxylate [sic] (prepared by the method of Gripps et al., Am. Soc. 81 (1959), 2723-2728) 0.1 mol of 4-(trans-4-propylcyclohexyl)phenol and 100 ml of dichloromethane. After the mixture has been stirred at room temperature for 16 hours and the solid constituents have been removed, conventional work-up gives the product. The reactants are Nc1scc(Br)c1-c1nnc[nH]1, O=C(O)Cc1ccc2ccc(C(F)(F)F)nc2c1, On1nnc2cccnc21. The product is O=C(Cc1ccc2ccc(C(F)(F)F)nc2c1)Nc1scc(Br)c1-c1nnc[nH]1. RXN SMILES: [Br:19][c:20]1[c:21](-[c:26]2[n:27][n:28][cH:29][nH:30]2)[c:22]([NH2:25])[s:23][cH:24]1.[F:1][C:2]([c:3]1[n:4][c:5]2[cH:6][c:7]([CH2:13][C:14](=[O:15])[OH:16])[cH:8][cH:9][c:10]2[cH:11][cH:12]1)([F:17])[F:18].[OH:31][n:32]1[c:33]2[n:34][cH:35][cH:36][cH:37][c:38]2[n:39][n:40]1>>[F:1][C:2]([c:3]1[n:4][c:5]2[cH:6][c:7]([CH2:13][C:14](=[O:16])[NH:25][c:22]3[c:21](-[c:26]4[n:27][n:28][cH:29][nH:30]4)[c:20]([Br:19])[cH:24][s:23]3)[cH:8][cH:9][c:10]2[cH:11][cH:12]1)([F:17])[F:18]. Reactants: CCOCC, [Cl-], Fc1cc(Cl)cc(C[Mg+])c1, COC(=O)c1cc2c([nH]1)CCC2=O. The product is COC(=O)c1cc2c([nH]1)CCC2Cc1cc(F)cc(Cl)c1. RXN SMILES: [CH3:25][CH2:26][O:27][CH2:28][CH3:29].[Cl-:14].[Cl:15][c:16]1[cH:17][c:18]([CH2:19][Mg+:20])[cH:21][c:22]([F:24])[cH:23]1.[O:1]=[C:2]1[CH2:3][CH2:4][c:5]2[nH:6][c:7]([C:10](=[O:11])[O:12][CH3:13])[cH:8][c:9]21>>[CH:2]1([CH2:19][c:18]2[cH:17][c:16]([Cl:15])[cH:23][c:22]([F:24])[cH:21]2)[CH2:3][CH2:4][c:5]2[nH:6][c:7]([C:10](=[O:11])[O:12][CH3:13])[cH:8][c:9]21. Starting materials: S(=O)(Cl)Cl (thionyl chloride), ClC1=C(C(=O)NC=2C=CC=C3C(=C(C=NC23)C=C)CO)C(=CC=C1)Cl (8-(2,6-dichlorobenzoylamino)-4-hydroxymethyl-3-vinylquinoline), C([O-])(O)=O.[Na+] (sodium bicarbonate). Solvent: CN(C=O)C (N,N-dimethylformamide). Reaction conditions: time 15 minute. Yields the product ClCC1=C(C=NC2=C(C=CC=C12)NC(C1=C(C=CC=C1Cl)Cl)=O)C=C (4-chloromethyl-8-(2,6-dichlorobenzoylamino)-3-vinylquinoline). The yield is 98.6%. RXN SMILES: S(Cl)([Cl:3])=O.[Cl:5][C:6]1[CH:28]=[CH:27][CH:26]=[C:25]([Cl:29])[C:7]=1[C:8]([NH:10][C:11]1[CH:12]=[CH:13][CH:14]=[C:15]2[C:20]=1[N:19]=[CH:18][C:17]([CH:21]=[CH2:22])=[C:16]2[CH2:23]O)=[O:9].C(=O)(O)[O-].[Na+]>CN(C)C=O>[Cl:3][CH2:23][C:16]1[C:15]2[C:20](=[C:11]([NH:10][C:8](=[O:9])[C:7]3[C:6]([Cl:5])=[CH:28][CH:27]=[CH:26][C:25]=3[Cl:29])[CH:12]=[CH:13][CH:14]=2)[N:19]=[CH:18][C:17]=1[CH:21]=[CH2:22] |f:2.3|. Reported procedure: To N,N-dimethylformamide (1 ml) was added thionyl chloride (73.2 mg), and the mixture was stirred for 15 minutes at ambient temperature. To the mixture was added 8-(2,6-dichlorobenzoylamino)-4-hydroxymethyl-3-vinylquinoline (176.7 mg), and the mixture was stirred for 30 minutes at ambient temperature. To the mixture was added saturated sodium bicarbonate solution (10 ml) under ice-cooling, and the mixture was stirred for 15 minutes at the same temperature. The resulting precipitate was collected... Starting materials: C=C[Sn](CCCC)(CCCC)CCCC, [Cl-], CCOC(=O)CCCCc1c(C)nn2c(CC)ccc2c1-c1ccnc(Cl)c1, [F-], [K+], [Li+], C1COCCO1, O, c1ccc(P(c2ccccc2)(c2ccccc2)[Pd](P(c2ccccc2)(c2ccccc2)c2ccccc2)(P(c2ccccc2)(c2ccccc2)c2ccccc2)P(c2ccccc2)(c2ccccc2)c2ccccc2)cc1. Yields the product C=Cc1cc(-c2c(CCCCC(=O)OCC)c(C)nn3c(CC)ccc23)ccn1. As a reaction SMILES: [CH2:31]([CH2:32][CH2:44][CH3:45])[Sn:33]([CH2:34][CH2:35][CH2:36][CH3:37])([CH2:38][CH2:39][CH2:40][CH3:41])[CH:42]=[CH2:43].[Cl-:2].[Cl:3][c:4]1[n:5][cH:6][cH:7][c:8](-[c:10]2[c:11]3[n:12]([n:13][c:14]([CH3:25])[c:15]2[CH2:16][CH2:17][CH2:18][CH2:19][C:20](=[O:21])[O:22][CH2:23][CH3:24])[c:26]([CH2:29][CH3:30])[cH:27][cH:28]3)[cH:9]1.[F-:46].[K+:47].[Li+:1].[O:48]1[CH2:49][CH2:50][O:51][CH2:52][CH2:53]1.[OH2:131].[cH:54]1[cH:55][cH:56][c:57]([P:58]([Pd:59]([P:60]([c:61]2[cH:62][cH:63][cH:64][cH:65][cH:66]2)([c:67]2[cH:68][cH:69][cH:70][cH:71][cH:72]2)[c:73]2[cH:74][cH:75][cH:76][cH:77][cH:78]2)([P:79]([c:80]2[cH:81][cH:82][cH:83][cH:84][cH:85]2)([c:86]2[cH:87][cH:88][cH:89][cH:90][cH:91]2)[c:92]2[cH:93][cH:94][cH:95][cH:96][cH:97]2)[P:98]([c:99]2[cH:100][cH:101][cH:102][cH:103][cH:104]2)([c:105]2[cH:106][cH:107][cH:108][cH:109][cH:110]2)[c:111]2[cH:112][cH:113][cH:114][cH:115][cH:116]2)([c:117]2[cH:118][cH:119][cH:120][cH:121][cH:122]2)[c:123]2[cH:124][cH:125][cH:126][cH:127][cH:128]2)[cH:129][cH:130]1>>[c:4]1([CH:31]=[CH2:32])[n:5][cH:6][cH:7][c:8](-[c:10]2[c:11]3[n:12]([n:13][c:14]([CH3:25])[c:15]2[CH2:16][CH2:17][CH2:18][CH2:19][C:20](=[O:21])[O:22][CH2:23][CH3:24])[c:26]([CH2:29][CH3:30])[cH:27][cH:28]3)[cH:9]1. Reactants: N1C([C@]2(C3=CC=CC=C13)C1=C(OC2)C=C2OCCC2=C1)=O ((3R)-5,6-dihydrospiro[benzo[1,2-b:5,4-b′]difuran-3,3′-indol]-2′(1′H)-one), ClCC=1C=NC(=NC1)OC (5-(chloromethyl)-2-methoxypyrimidine), N1C(C2(C3=CC=CC=C13)C1=C(OC2)C=C2OCCC2=C1)=O (5,6-dihydrospiro[benzo[1,2-b:5,4-b′]difuran-3,3′-indol]-2′(1′H)-one), BrCC=1OC(=CC1)C(F)(F)F (2-(bromomethyl)-5-(trifluoromethyl)furan). Yields the product FC(C1=CC=C(O1)CN1C([C@]2(C3=CC=CC=C13)C1=C(OC2)C=C2OCCC2=C1)=O)(F)F ((3R)-1′-{[5-(trifluoromethyl)furan-2-yl]methyl}-5,6-dihydrospiro[benzo[1,2-b:5,4-b′]difuran-3,3′-indol]-2′(1′H)-one). As a reaction SMILES: [NH:1]1[C:9]2[C:4](=[CH:5][CH:6]=[CH:7][CH:8]=2)[C@@:3]2([CH2:13][O:12][C:11]3[CH:14]=[C:15]4[C:19](=[CH:20][C:10]2=3)[CH2:18][CH2:17][O:16]4)[C:2]1=[O:21].N1C2C(=CC=CC=2)C2(COC3C=C4C(=CC2=3)CCO4)C1=O.Br[CH2:44][C:45]1[O:46][C:47]([C:50]([F:53])([F:52])[F:51])=[CH:48][CH:49]=1.ClCC1C=NC(OC)=NC=1>>[F:51][C:50]([F:53])([F:52])[C:47]1[O:46][C:45]([CH2:44][N:1]2[C:9]3[C:4](=[CH:5][CH:6]=[CH:7][CH:8]=3)[C@@:3]3([CH2:13][O:12][C:11]4[CH:14]=[C:15]5[C:19](=[CH:20][C:10]3=4)[CH2:18][CH2:17][O:16]5)[C:2]2=[O:21])=[CH:49][CH:48]=1. Procedure: Following the procedure as described in EXAMPLE 5 and making non-critical variations using (3R)-5,6-dihydrospiro[benzo[1,2-b:5,4-b′]difuran-3,3′-indol]-2′(1′H)-one to replace 5,6-dihydrospiro[benzo[1,2-b:5,4-b′]difuran-3,3′-indol]-2′(1′H)-one, and 2-(bromomethyl)-5-(trifluoromethyl)furan to replace 5-(chloromethyl)-2-methoxypyrimidine, (3R)-1′-{[5-(trifluoromethyl)furan-2-yl]methyl}-5,6-dihydrospiro[benzo[1,2-b:5,4-b′]difuran-3,3′-indol]-2′(1′H)-one was obtained (83%) as a colorless solid: mp 68... Starting materials: C(CCC)P(CCCC)CCCC (tributylphosphine), C(CC(=O)O)CSSCCCC(=O)O (4,4-dithiodibutyric acid), O1CCOCC1 (dioxane), C1(=CC=CC=C1)C(O)(C1=CC=CC=C1)C1=CC=CC=C1 (triphenylmethanol). The solvent is O (water), CN(C)C=O (DMF). Reaction conditions: time 4 hour. Yields the product C(C1=CC=CC=C1)(C1=CC=CC=C1)(C1=CC=CC=C1)CCCC(=S)O (4-tritylthio-butyric acid). Yield: 50.0%. Reaction SMILES: C(C[S:7]SCCCC(O)=O)CC(O)=O.[O:15]1[CH2:20][CH2:19]OCC1.C(P(CC[CH2:32][CH3:33])CCCC)CCC.[C:34]1([C:40]([C:48]2[CH:53]=[CH:52][CH:51]=[CH:50][CH:49]=2)([C:42]2[CH:47]=[CH:46][CH:45]=[CH:44][CH:43]=2)O)[CH:39]=[CH:38][CH:37]=[CH:36][CH:35]=1>CN(C=O)C.O>[C:40]([CH2:32][CH2:33][CH2:19][C:20]([OH:15])=[S:7])([C:48]1[CH:53]=[CH:52][CH:51]=[CH:50][CH:49]=1)([C:42]1[CH:47]=[CH:46][CH:45]=[CH:44][CH:43]=1)[C:34]1[CH:39]=[CH:38][CH:37]=[CH:36][CH:35]=1. Procedure: A solution of 0.48 g (2 mmol) 4,4-dithiodibutyric acid in freshly distilled dioxane (20 ml) was stirred under a nitrogen atmosphere. Then 0.52 ml (2.1 mmol) tributylphosphine and 50 μl water were added and the reaction mixture was stirred for 4 hours at room temperature. After removing the solvents in vacuo the crude product was dissolved in 25 ml DMF together with 1.15 g (4.4 mmol) triphenylmethanol, and the solution was stirred for 30 minutes at 60° C. After the solution was cooled to ambient ... The reactants are COC=1C=C2CCN(C2=CC1)CCCN1N=CC(=C1)N (1-[3-(5-methoxy-2,3-dihydro-indol-1-yl)-propyl]-1H-pyrazol-4-ylamine), COC1=CC=C2C=CNC2=C1 (6-methoxyindole). The product is COC1=CC=C2CCN(C2=C1)CCCN1N=CC(=C1)N (1-[3-(6-Methoxy-2,3-dihydro-indol-1-yl)-propyl]-1H-pyrazol-4-ylamine). Reaction SMILES: CO[C:3]1[CH:4]=[C:5]2[C:9](=[CH:10][CH:11]=1)[N:8]([CH2:12][CH2:13][CH2:14][N:15]1[CH:19]=[C:18]([NH2:20])[CH:17]=[N:16]1)[CH2:7][CH2:6]2.[CH3:21][O:22]C1C=C2C(C=CN2)=CC=1>>[CH3:21][O:22][C:11]1[CH:10]=[C:9]2[C:5]([CH2:6][CH2:7][N:8]2[CH2:12][CH2:13][CH2:14][N:15]2[CH:19]=[C:18]([NH2:20])[CH:17]=[N:16]2)=[CH:4][CH:3]=1. Reported procedure: The title compound was synthesized according to above mentioned procedure for 1-[3-(5-methoxy-2,3-dihydro-indol-1-yl)-propyl]-1H-pyrazol-4-ylamine, starting form 6-methoxyindole. LC-MS conditions B: tR=0.46 min, [M+H]+=273.23. Starting materials: [Br-], O=C([O-])[O-], CCCC[N+](CCCC)(CCCC)CCCC, O=C1CCCCC1Cl, Cl, [K+], [K+], CCN(CC)CCNC(=O)c1cc(Cl)c(N)cc1O, CN(C)C=O. Yields the product CCN(CC)CCNC(=O)c1cc(Cl)c(N)cc1OC1CCCCC1=O. As a reaction SMILES: [Br-:35].[C:21](=[O:22])([O-:23])[O-:24].[CH3:36][CH2:37][CH2:38][CH2:39][N+:40]([CH2:41][CH2:42][CH2:43][CH3:44])([CH2:45][CH2:46][CH2:47][CH3:48])[CH2:49][CH2:50][CH2:51][CH3:52].[Cl:27][CH:28]1[C:29](=[O:34])[CH2:30][CH2:31][CH2:32][CH2:33]1.[ClH:1].[K+:25].[K+:26].[NH2:2][c:3]1[cH:4][c:5]([OH:20])[c:6]([C:7](=[O:8])[NH:9][CH2:10][CH2:11][N:12]([CH2:13][CH3:14])[CH2:15][CH3:16])[cH:17][c:18]1[Cl:19].[O:53]=[CH:54][N:55]([CH3:56])[CH3:57]>>[NH2:2][c:3]1[cH:4][c:5]([O:20][CH:28]2[C:29](=[O:34])[CH2:30][CH2:31][CH2:32][CH2:33]2)[c:6]([C:7](=[O:8])[NH:9][CH2:10][CH2:11][N:12]([CH2:13][CH3:14])[CH2:15][CH3:16])[cH:17][c:18]1[Cl:19].